This data is from the Open Reaction Database (ORD), a public repository of structured organic reaction records. The task is: describe an organic reaction: reactants, conditions, products, and yield The reactants are CN(C)C=O, Cc1nc(Cl)c([N+](=O)[O-])c(Cl)c1C, NCCCCCO. Product: Cc1nc(Cl)c([N+](=O)[O-])c(NCCCCCO)c1C. RXN SMILES: [CH3:21][N:22]([CH3:23])[CH:24]=[O:25].[Cl:8][c:9]1[n:10][c:11]([CH3:20])[c:12]([CH3:19])[c:13]([Cl:18])[c:14]1[N+:15](=[O:16])[O-:17].[NH2:1][CH2:2][CH2:3][CH2:4][CH2:5][CH2:6][OH:7]>>[NH:1]([CH2:2][CH2:3][CH2:4][CH2:5][CH2:6][OH:7])[c:13]1[c:12]([CH3:19])[c:11]([CH3:20])[n:10][c:9]([Cl:8])[c:14]1[N+:15](=[O:16])[O-:17]. Product: C(C)C1=COC2=C1C=C(C=C2Br)F (3-ethyl-5-fluoro-7-bromobenzofuran). The solvent is O (water). Starting materials: BrC1=C(C=CC(=C1)F)OCC=CCC (pent-2-en-1-yl 2-bromo-4-fluorophenyl ether), XVII, C1(=CC=CC=C1)C (toluene). Procedure details: Beginning with pent-2-en-1-yl 2-bromo-4-fluorophenyl ether, the title compound was prepared essentially as described in Preparation XVII, except that Amberlyst 15™ resin in refluxing toluene was used in place of sulfuric acid, and water was removed by azeotropic distillation with a Dean-Stark trap. Reaction SMILES: [Br:1][C:2]1[CH:7]=[C:6]([F:8])[CH:5]=[CH:4][C:3]=1[O:9][CH2:10][CH:11]=[CH:12][CH2:13]C.C1(C)C=CC=CC=1>O>[CH2:12]([C:11]1[C:4]2[CH:5]=[C:6]([F:8])[CH:7]=[C:2]([Br:1])[C:3]=2[O:9][CH:10]=1)[CH3:13]. The reactants are ClCCCC(=O)OCC (Ethyl 4-chlorobutyrate), CC1=C(N=CN1)C=O (5-methyl-4-imidazole-carbaldehyde), [H-].[Na+] (sodium hydride), C(C)OC(=O)CCCN1C=NC(=C1C)C=O (1-(3-ethoxycarbonylpropyl)-5-methyl-4-imidazole-carbaldehyde), O(CC)C(=O)CCCN1C=NC(=C1C=O)C (1-(3-ethoxylcarbonylpropyl)-4-methyl-5-imidazole-carbaldehyde). The solvent is CN(C=O)C (dimethylformamide). Run at temperature 70 celsius. Yields the product CC=1N=CN2C1CC(CC2)C(=O)OCC (Ethyl 1-methyl-5,6,7,8-tetrahydroimidazo[1,5-a]pyridine-7-carboxylate). As a reaction SMILES: ClCCCC(OCC)=O.CC1NC=NC=1C=O.[H-].[Na+].[CH2:20]([O:22][C:23]([CH2:25][CH2:26][CH2:27][N:28]1[C:32]([CH3:33])=[C:31]([CH:34]=O)[N:30]=[CH:29]1)=[O:24])[CH3:21].O(C(CCCN1C(C=O)=C(C)N=C1)=O)CC>CN(C)C=O>[CH3:34][C:31]1[N:30]=[CH:29][N:28]2[CH2:27][CH2:26][CH:25]([C:23]([O:22][CH2:20][CH3:21])=[O:24])[CH2:33][C:32]=12 |f:2.3|. Reported procedure: Ethyl 4-chlorobutyrate (7.0 g) was added at room temperature to a solution of 5-methyl-4-imidazole-carbaldehyde (4.17 g) and 60% oily sodium hydride (2.0 g) in 50 ml dimethylformamide (prepared by stirring at 50° C. for one hour). The resulting mixture was heated at 70° C. for four hours and then concentrated to dryness under reduced ressure, water was added to the residue, and the mixture was extracted with ethyl acetate. The organic layer collected was washed with water and then with saturated... Starting materials: Brc1cncc(Br)c1, CSc1cccc(B(O)O)c1, CCOC(C)=O. Product: CSc1cccc(-c2cncc(Br)c2)c1. As a reaction SMILES: [Br:12][c:13]1[cH:14][n:15][cH:16][c:17]([Br:18])[cH:19]1.[CH3:1][S:2][c:3]1[cH:4][c:5]([B:9]([OH:10])[OH:11])[cH:6][cH:7][cH:8]1.[CH3:20][CH2:21][O:22][C:23]([CH3:24])=[O:25]>>[CH3:1][S:2][c:3]1[cH:4][c:5](-[c:17]2[cH:16][n:15][cH:14][c:13]([Br:12])[cH:19]2)[cH:6][cH:7][cH:8]1. Procedure: N,N-Dimethylformamide (14 ml) and N-methylmorpholine (0.57 ml, 5.20 mmol) were added to ethyl 3-(4-aminopiperidino)propionate dihydrochloride (567 mg, 2.08 mmol) and the mixture was stirred at 60° C. for 20 minutes under a nitrogen atmosphere. This solution was added to a mixture of 5-(methoxycarbonylamidino)-2-benzofurancarboxylate acid (364 mg, 1.39 mmol), 1-hydroxy-1H-benzotriazole (207 mg, 1.54 mmol) and 1-(3-dimethylaminopropyl)-3-ethylcarbodiimide (294 mg, 1.54 mmol) added to N,N-dimethylf... Yield: 54.7%. Reaction conditions: temperature 60 celsius, time 20 minute. Product: COC(=O)NC(=N)C=1C=CC2=C(C=C(O2)C(=O)NC2CCN(CC2)CCC(=O)OCC)C1 (Ethyl 3-[4-[[5-(methoxycarbonylamidino)-2-benzofuranyl]carbonylamino]piperidino]propionate). Run in CN(C=O)C (N,N-Dimethylformamide), CN(C=O)C (N,N-dimethylformamide), O (Water). Reaction SMILES: CN1CCOCC1.Cl.Cl.[NH2:10][CH:11]1[CH2:16][CH2:15][N:14]([CH2:17][CH2:18][C:19]([O:21][CH2:22][CH3:23])=[O:20])[CH2:13][CH2:12]1.[CH3:24][O:25][C:26]([NH:28][C:29]([C:31]1[CH:32]=[CH:33][C:34]2[O:38][C:37]([C:39]([O-])=[O:40])=[CH:36][C:35]=2[CH:42]=1)=[NH:30])=[O:27].ON1C2C=CC=CC=2N=N1.CN(C)CCCN=C=NCC>O.CN(C)C=O>[CH3:24][O:25][C:26]([NH:28][C:29]([C:31]1[CH:32]=[CH:33][C:34]2[O:38][C:37]([C:39]([NH:10][CH:11]3[CH2:12][CH2:13][N:14]([CH2:17][CH2:18][C:19]([O:21][CH2:22][CH3:23])=[O:20])[CH2:15][CH2:16]3)=[O:40])=[CH:36][C:35]=2[CH:42]=1)=[NH:30])=[O:27] |f:1.2.3|. Starting materials: CN1CCOCC1 (N-methylmorpholine), Cl.Cl.NC1CCN(CC1)CCC(=O)OCC (ethyl 3-(4-aminopiperidino)propionate dihydrochloride), COC(=O)NC(=N)C=1C=CC2=C(C=C(O2)C(=O)[O-])C1 (5-(methoxycarbonylamidino)-2-benzofurancarboxylate), ON1N=NC2=C1C=CC=C2 (1-hydroxy-1H-benzotriazole), CN(CCCN=C=NCC)C (1-(3-dimethylaminopropyl)-3-ethylcarbodiimide).